This data is from the Open Reaction Database (ORD), a public repository of structured organic reaction records. The task is: describe an organic reaction: reactants, conditions, products, and yield Starting materials: ClC1=C(C=C(C=C1)CO)[N+](=O)[O-] ((4-chloro-3-nitrophenyl)methanol), C(=O)[O-].[NH4+] (ammonium formate), C1(=CC=CC=C1)C (Toluene). Reagents/catalysts: [Fe] (iron). Solvent: O (water). Product: NC=1C=C(C=CC1Cl)CO ((3-amino-4-chlorophenyl)methanol). The yield is 85.0%. RXN SMILES: [Cl:1][C:2]1[CH:7]=[CH:6][C:5]([CH2:8][OH:9])=[CH:4][C:3]=1[N+:10]([O-])=O.C([O-])=O.[NH4+].C1(C)C=CC=CC=1>[Fe].O>[NH2:10][C:3]1[CH:4]=[C:5]([CH2:8][OH:9])[CH:6]=[CH:7][C:2]=1[Cl:1] |f:1.2|. Procedure details: A 100 mL flask was charged with (4-chloro-3-nitrophenyl)methanol (commercially available from Acros; 1.0 g, 5.5 mmol), ammonium formate (1.4 g, 22 mmol), and iron powder (1.2 g, 22 mmol). Toluene (15 mL) and water (15 mL) were added to the flask and the mixture was heated to reflux for 4 hours, after which time, the mixture was filtered through a plug of Celite. The supernatant was washed with ethyl acetate (3×50 ml). The combined organic solution was washed with water (100 ml), saturated sodium...